Dataset: the Open Reaction Database (ORD), a public repository of structured organic reaction records. Task: describe an organic reaction: reactants, conditions, products, and yield Reactants: CSc1ccc(C(=O)O)c(OC2CCN(C(=O)OC(C)(C)C)CC2)c1, O=C(Cl)C(=O)Cl, ClCCl, Nc1cccnc1C(=O)Nc1ccc(Cl)cn1, CN(C)C=O, c1ccncc1. Yields the product CSc1ccc(C(=O)Nc2cccnc2C(=O)Nc2ccc(Cl)cn2)c(OC2CCN(C(=O)OC(C)(C)C)CC2)c1. As a reaction SMILES: [C:1]([CH3:2])([CH3:3])([CH3:4])[O:5][C:6](=[O:7])[N:8]1[CH2:9][CH2:10][CH:11]([O:14][c:15]2[c:16]([C:17](=[O:18])[OH:19])[cH:20][cH:21][c:22]([S:24][CH3:25])[cH:23]2)[CH2:12][CH2:13]1.[Cl:32][C:33]([C:34]([Cl:35])=[O:36])=[O:37].[Cl:55][CH2:56][Cl:57].[NH2:38][c:39]1[c:40]([C:45](=[O:46])[NH:47][c:48]2[n:49][cH:50][c:51]([Cl:54])[cH:52][cH:53]2)[n:41][cH:42][cH:43][cH:44]1.[O:58]=[CH:59][N:60]([CH3:61])[CH3:62].[cH:26]1[cH:27][cH:28][n:29][cH:30][cH:31]1>>[C:1]([CH3:2])([CH3:3])([CH3:4])[O:5][C:6](=[O:7])[N:8]1[CH2:9][CH2:10][CH:11]([O:14][c:15]2[c:16]([C:17](=[O:19])[NH:38][c:39]3[c:40]([C:45](=[O:46])[NH:47][c:48]4[n:49][cH:50][c:51]([Cl:54])[cH:52][cH:53]4)[n:41][cH:42][cH:43][cH:44]3)[cH:20][cH:21][c:22]([S:24][CH3:25])[cH:23]2)[CH2:12][CH2:13]1. Reactants: [Br-], CCc1c(Br)cccc1I, CCOC(=O)CC(=O)OCC, [H-], [Na+], C1COCCO1. Yields the product CCOC(=O)C(C(=O)OCC)c1cccc(Br)c1CC. As a reaction SMILES: [Br-:24].[Br:14][c:15]1[c:16]([CH2:22][CH3:23])[c:17]([I:21])[cH:18][cH:19][cH:20]1.[CH2:1]([CH3:2])[O:3][C:4]([CH2:5][C:6](=[O:7])[O:8][CH2:9][CH3:10])=[O:11].[H-:12].[Na+:13].[O:25]1[CH2:26][CH2:27][O:28][CH2:29][CH2:30]1>>[CH2:1]([CH3:2])[O:3][C:4]([CH:5]([C:6](=[O:7])[O:8][CH2:9][CH3:10])[c:17]1[c:16]([CH2:22][CH3:23])[c:15]([Br:14])[cH:20][cH:19][cH:18]1)=[O:11]. Reactants: Fc1cc(Br)cc2[nH]cnc12, CCOC(C)=O, [Na+], [Na+], O=C([O-])[O-], C1COCCO1, O. Yields the product O=C(O)c1cc(F)c2nc[nH]c2c1. RXN SMILES: [Br:1][c:2]1[cH:3][c:4]([F:11])[c:5]2[c:6]([nH:7][cH:8][n:9]2)[cH:10]1.[CH3:18][CH2:19][O:20][C:21](=[O:22])[CH3:23].[Na+:12].[Na+:13].[O-:14][C:15]([O-:16])=[O:17].[O:24]1[CH2:25][CH2:26][O:27][CH2:28][CH2:29]1.[OH2:30]>>[c:2]1([C:15](=[O:14])[OH:16])[cH:3][c:4]([F:11])[c:5]2[c:6]([nH:7][cH:8][n:9]2)[cH:10]1. Reactants: ClC1=C(C=CC=C1)C=1OC2=C(C(=CC(=C2C(C1)=O)OC)OC)[C@H]1[C@@H](N(CC1)C)CC#N ((±)-trans-{3-[2-(2-Chloro-phenyl)-5,7-dimethoxy-4-oxo-4H-chromen-8-yl]-1-methyl-pyrrolidin-2-yl}-acetonitrile), Cl.N1=CC=CC=C1 (pyridine hydrochloride). Product: ClC1=C(C=CC=C1)C=1OC2=C(C(=CC(=C2C(C1)=O)O)O)[C@H]1[C@@H](N(CC1)C)CC#N ((±)-trans-{3-[2-(2-Chloro-phenyl)-5,7-dihydroxy-4-oxo-4H-chromen-8-yl]-1-methyl-pyrrolidin-2-yl}-acetonitrile). Reaction SMILES: [Cl:1][C:2]1[CH:7]=[CH:6][CH:5]=[CH:4][C:3]=1[C:8]1[O:9][C:10]2[C:15]([C:16](=[O:18])[CH:17]=1)=[C:14]([O:19]C)[CH:13]=[C:12]([O:21]C)[C:11]=2[C@@H:23]1[CH2:27][CH2:26][N:25]([CH3:28])[C@H:24]1[CH2:29][C:30]#[N:31].Cl.N1C=CC=CC=1>>[Cl:1][C:2]1[CH:7]=[CH:6][CH:5]=[CH:4][C:3]=1[C:8]1[O:9][C:10]2[C:15]([C:16](=[O:18])[CH:17]=1)=[C:14]([OH:19])[CH:13]=[C:12]([OH:21])[C:11]=2[C@@H:23]1[CH2:27][CH2:26][N:25]([CH3:28])[C@H:24]1[CH2:29][C:30]#[N:31] |f:1.2|. Reported procedure: Compound of example 110 (0.45 g, 1.0 mmol) was demethylated using pyridine hydrochloride (4.5 g, 39.0 mmol) as described in example 17 to obtain the title compound. The product is C(C)(=O)NC1=CC=C(C=2CCC(CC12)N1CCCC1)Br (1-Acetamido-4-bromo-7-pyrrolidin-1yl-5,6,7,8-tetrahydronaphthalene). The reactants are C(C)(=O)NC1=CC=CC=2CCC(CC12)N1CCCC1 (1-acetamido-7-pyrrolidin-1-yl-5,6,7,8-tetrahydronaphthalene), O.O.O.C(C)(=O)[O-].[Na+] (sodium acetate trihydrate), BrBr (bromine). Reaction conditions: time 2 hour. Solvent: C(C)(=O)O (acetic acid). Reported procedure: A solution of 1-acetamido-7-pyrrolidin-1-yl-5,6,7,8-tetrahydronaphthalene (0.36 g, 1.4 mmol) and sodium acetate trihydrate (0.38 g, 2.8 mmol) in acetic acid (15 mL) was treated with bromine (0.27 g, 1.7 mmol) and stirred at room temperature for 2 h. A precipitate was collected by filtration and the filtrate evaporated. The two solids were combined and dissolved in methylene chloride; water. The mixture was basified with 12.5% NaOH, and the organic phase separated. The aqueous layer was back extr... As a reaction SMILES: [C:1]([NH:4][C:5]1[C:14]2[CH2:13][CH:12]([N:15]3[CH2:19][CH2:18][CH2:17][CH2:16]3)[CH2:11][CH2:10][C:9]=2[CH:8]=[CH:7][CH:6]=1)(=[O:3])[CH3:2].O.O.O.C([O-])(=O)C.[Na+].[Br:28]Br>C(O)(=O)C>[C:1]([NH:4][C:5]1[C:14]2[CH2:13][CH:12]([N:15]3[CH2:19][CH2:18][CH2:17][CH2:16]3)[CH2:11][CH2:10][C:9]=2[C:8]([Br:28])=[CH:7][CH:6]=1)(=[O:3])[CH3:2] |f:1.2.3.4.5|. Starting materials: ClC=1C=C(C=CC1N1N=CC(=C1)Cl)C(C(=O)O)C (2-[3-chloro-4-(4-chloropyrazol-1-yl)phenyl]propionic acid), S(O)(O)(=O)=O (sulfuric acid), C(C)O (ethanol). The product is C(C)OC(C(C)C1=CC(=C(C=C1)N1N=CC(=C1)Cl)Cl)=O (2-[3-chloro-4-(4-chloropyrazol-1-yl)phenyl]propionic acid ethyl ester). Yield: 83.0%. RXN SMILES: [Cl:1][C:2]1[CH:3]=[C:4]([CH:14]([CH3:18])[C:15]([OH:17])=[O:16])[CH:5]=[CH:6][C:7]=1[N:8]1[CH:12]=[C:11]([Cl:13])[CH:10]=[N:9]1.S(=O)(=O)(O)O.[CH2:24](O)[CH3:25]>>[CH2:24]([O:16][C:15](=[O:17])[CH:14]([C:4]1[CH:5]=[CH:6][C:7]([N:8]2[CH:12]=[C:11]([Cl:13])[CH:10]=[N:9]2)=[C:2]([Cl:1])[CH:3]=1)[CH3:18])[CH3:25]. Reported procedure: 14.25 g (50 mmoles) of 2-[3-chloro-4-(4-chloropyrazol-1-yl)phenyl]propionic acid, 150 ml of ethanol and 7 g of concentrated sulfuric acid are heated to the boil for 10 hours. Concentration is effected, followed by pouring onto ice water, extracting with diethyl ether, washing of the organic solution with sodium hydrogen carbonate solution, drying the organic solution and distilling it to obtain 12.4 g (83% of theory) of 2-[3-chloro-4-(4-chloropyrazol-1-yl)phenyl]propionic acid ethyl ester (b.p. ... The reactants are N#CCCBr, [H-], Nc1ncnc2[nH]cnc12, [Na+], CN(C)C=O. Yields the product N#CCCn1cnc2c(N)ncnc21. Reaction SMILES: [Br:11][CH2:12][CH2:13][C:14]#[N:15].[H-:17].[NH2:1][c:2]1[n:3][cH:4][n:5][c:6]2[nH:7][cH:8][n:9][c:10]12.[Na+:16].[O:18]=[CH:19][N:20]([CH3:21])[CH3:22]>>[NH2:1][c:2]1[n:3][cH:4][n:5][c:6]2[n:7]([CH2:12][CH2:13][C:14]#[N:15])[cH:8][n:9][c:10]12.